The task is: describe an organic reaction: reactants, conditions, products, and yield. This data is from the Open Reaction Database (ORD), a public repository of structured organic reaction records. Starting materials: O=C(Cl)Oc1ccccc1, ClCCl, NCCCCn1cnc2c(N)nc3ccccc3c21. The product is Nc1nc2ccccc2c2c1ncn2CCCCNC(=O)Oc1ccccc1. As a reaction SMILES: [Cl:20][C:21](=[O:22])[O:23][c:24]1[cH:25][cH:26][cH:27][cH:28][cH:29]1.[Cl:30][CH2:31][Cl:32].[NH2:1][CH2:2][CH2:3][CH2:4][CH2:5][n:6]1[cH:7][n:8][c:9]2[c:10]([NH2:19])[n:11][c:12]3[cH:13][cH:14][cH:15][cH:16][c:17]3[c:18]12>>[NH:1]([CH2:2][CH2:3][CH2:4][CH2:5][n:6]1[cH:7][n:8][c:9]2[c:10]([NH2:19])[n:11][c:12]3[cH:13][cH:14][cH:15][cH:16][c:17]3[c:18]12)[C:21](=[O:22])[O:23][c:24]1[cH:25][cH:26][cH:27][cH:28][cH:29]1. The reactants are BrCc1ccccc1, CCOC(C)=O, [Na+], CN(C)C=O, O=C([O-])CCCO. The product is O=C(CCCO)OCc1ccccc1. As a reaction SMILES: [Br:9][CH2:10][c:11]1[cH:12][cH:13][cH:14][cH:15][cH:16]1.[CH3:22][CH2:23][O:24][C:25](=[O:26])[CH3:27].[Na+:8].[O:17]=[CH:18][N:19]([CH3:20])[CH3:21].[OH:1][CH2:2][CH2:3][CH2:4][C:5](=[O:6])[O-:7]>>[OH:1][CH2:2][CH2:3][CH2:4][C:5](=[O:6])[O:7][CH2:10][c:11]1[cH:12][cH:13][cH:14][cH:15][cH:16]1.